From a dataset of the Open Reaction Database (ORD), a public repository of structured organic reaction records. describe an organic reaction: reactants, conditions, products, and yield Reactants: CCOCC, CO, Cc1ccccc1, COc1nc(Cl)cc(N2CCC(C(=O)O)CC2)n1, C=[N+]=[N-]. Product: COC(=O)C1CCN(c2cc(Cl)nc(OC)n2)CC1. As a reaction SMILES: [CH2:22]([O:23][CH2:24][CH3:25])[CH3:26].[CH3:27][OH:28].[CH3:29][c:30]1[cH:31][cH:32][cH:33][cH:34][cH:35]1.[Cl:1][c:2]1[cH:3][c:4]([N:10]2[CH2:11][CH2:12][CH:13]([C:16](=[O:17])[OH:18])[CH2:14][CH2:15]2)[n:5][c:6]([O:8][CH3:9])[n:7]1.[N+:19](=[N-:20])=[CH2:21]>>[Cl:1][c:2]1[cH:3][c:4]([N:10]2[CH2:11][CH2:12][CH:13]([C:16]([O:17][CH3:21])=[O:18])[CH2:14][CH2:15]2)[n:5][c:6]([O:8][CH3:9])[n:7]1. Starting materials: Cc1ccccc1, CCCC1C=Cc2c(c(F)c(F)c3oc(C)cc23)O1. Yields the product CCCC1CCc2c(c(F)c(F)c3oc(C)cc23)O1. Reaction SMILES: [CH3:20][c:21]1[cH:22][cH:23][cH:24][cH:25][cH:26]1.[F:1][c:2]1[c:3]2[c:4]([c:5]3[c:10]([c:11]1[F:12])[O:9][CH:8]([CH2:13][CH2:14][CH3:15])[CH:7]=[CH:6]3)[cH:16][c:17]([CH3:19])[o:18]2>>[F:1][c:2]1[c:3]2[c:4]([c:5]3[c:10]([c:11]1[F:12])[O:9][CH:8]([CH2:13][CH2:14][CH3:15])[CH2:7][CH2:6]3)[cH:16][c:17]([CH3:19])[o:18]2. Yields the product Cc1nc2c(-c3ccncc3)nc(N)nc2n1C1CCOCC1. Starting materials: CCO, CO, Cc1nc2c(Cl)nc(N)nc2n1C1CCOCC1, [K+], [K+], O=C([O-])[O-], c1ccc(P(c2ccccc2)(c2ccccc2)[Pd](P(c2ccccc2)(c2ccccc2)c2ccccc2)(P(c2ccccc2)(c2ccccc2)c2ccccc2)P(c2ccccc2)(c2ccccc2)c2ccccc2)cc1, OB(O)c1ccncc1. As a reaction SMILES: [CH3:1][CH2:2][OH:3].[CH3:37][OH:38].[Cl:4][c:5]1[c:6]2[n:7][c:8]([CH3:21])[n:9]([CH:15]3[CH2:16][CH2:17][O:18][CH2:19][CH2:20]3)[c:10]2[n:11][c:12]([NH2:14])[n:13]1.[K+:31].[K+:32].[O-:33][C:34]([O-:35])=[O:36].[cH:39]1[cH:40][cH:41][c:42]([P:43]([Pd:44]([P:45]([c:46]2[cH:47][cH:48][cH:49][cH:50][cH:51]2)([c:52]2[cH:53][cH:54][cH:55][cH:56][cH:57]2)[c:58]2[cH:59][cH:60][cH:61][cH:62][cH:63]2)([P:64]([c:65]2[cH:66][cH:67][cH:68][cH:69][cH:70]2)([c:71]2[cH:72][cH:73][cH:74][cH:75][cH:76]2)[c:77]2[cH:78][cH:79][cH:80][cH:81][cH:82]2)[P:83]([c:84]2[cH:85][cH:86][cH:87][cH:88][cH:89]2)([c:90]2[cH:91][cH:92][cH:93][cH:94][cH:95]2)[c:96]2[cH:97][cH:98][cH:99][cH:100][cH:101]2)([c:102]2[cH:103][cH:104][cH:105][cH:106][cH:107]2)[c:108]2[cH:109][cH:110][cH:111][cH:112][cH:113]2)[cH:114][cH:115]1.[n:22]1[cH:23][cH:24][c:25]([B:28]([OH:29])[OH:30])[cH:26][cH:27]1>>[c:5]1(-[c:25]2[cH:24][cH:23][n:22][cH:27][cH:26]2)[c:6]2[n:7][c:8]([CH3:21])[n:9]([CH:15]3[CH2:16][CH2:17][O:18][CH2:19][CH2:20]3)[c:10]2[n:11][c:12]([NH2:14])[n:13]1. The reactants are C(CCCCC)=O (hexanal), BrCC(=O)OC(C)(C)C (tert-butyl bromoacetate). Reagents/catalysts: [Zn] (zinc). Product: OC(CC(=O)OC(C)(C)C)CCCCC (tert-butyl 3-hydroxyoctanoate). Yield: 77.2%. Reaction SMILES: [CH:1](=[O:7])[CH2:2][CH2:3][CH2:4][CH2:5][CH3:6].Br[CH2:9][C:10]([O:12][C:13]([CH3:16])([CH3:15])[CH3:14])=[O:11]>[Zn]>[OH:7][CH:1]([CH2:2][CH2:3][CH2:4][CH2:5][CH3:6])[CH2:9][C:10]([O:12][C:13]([CH3:16])([CH3:15])[CH3:14])=[O:11]. Procedure: The reaction of hexanal (720 mg) and tert-butyl bromoacetate (2.265 g) was carried out under the presence of zinc (850 mg) according to similar manner to that of Preparation 1-(1) to afford an oil of tert-butyl 3-hydroxyoctanoate (1.2 g). The reactants are CN, COC(=O)CC(c1ccc2cc[nH]c2c1)c1ccccc1OC, Cl, c1ccccc1. Product: CNC(=O)CC(c1ccc2cc[nH]c2c1)c1ccccc1OC. As a reaction SMILES: [CH3:1][NH2:2].[CH3:4][O:5][C:6]([CH2:7][CH:8]([c:9]1[c:10]([O:15][CH3:16])[cH:11][cH:12][cH:13][cH:14]1)[c:17]1[cH:18][cH:19][c:20]2[cH:21][cH:22][nH:23][c:24]2[cH:25]1)=[O:26].[ClH:3].[cH:27]1[cH:28][cH:29][cH:30][cH:31][cH:32]1>>[CH3:1][NH:2][C:6]([CH2:7][CH:8]([c:9]1[c:10]([O:15][CH3:16])[cH:11][cH:12][cH:13][cH:14]1)[c:17]1[cH:18][cH:19][c:20]2[cH:21][cH:22][nH:23][c:24]2[cH:25]1)=[O:26].